From a dataset of the Open Reaction Database (ORD), a public repository of structured organic reaction records. describe an organic reaction: reactants, conditions, products, and yield The reactants are O=C([O-])O, ClCCl, COc1cc(C)c(S(=O)(=O)N(C)CCOCC(=O)O)c(C)c1, [Na+], OC1(c2cccs2)CCNCC1. Product: COc1cc(C)c(S(=O)(=O)N(C)CCOCC(=O)N2CCC(O)(c3cccs3)CC2)c(C)c1. RXN SMILES: [C:35](=[O:36])([OH:37])[O-:38].[CH2:40]([Cl:41])[Cl:42].[CH3:1][O:2][c:3]1[cH:4][c:5]([CH3:22])[c:6]([S:10](=[O:11])(=[O:12])[N:13]([CH3:14])[CH2:15][CH2:16][O:17][CH2:18][C:19](=[O:20])[OH:21])[c:7]([CH3:9])[cH:8]1.[Na+:39].[s:23]1[c:24]([C:28]2([OH:34])[CH2:29][CH2:30][NH:31][CH2:32][CH2:33]2)[cH:25][cH:26][cH:27]1>>[CH3:1][O:2][c:3]1[cH:4][c:5]([CH3:22])[c:6]([S:10](=[O:11])(=[O:12])[N:13]([CH3:14])[CH2:15][CH2:16][O:17][CH2:18][C:19](=[O:21])[N:31]2[CH2:30][CH2:29][C:28]([c:24]3[s:23][cH:27][cH:26][cH:25]3)([OH:34])[CH2:33][CH2:32]2)[c:7]([CH3:9])[cH:8]1.